Dataset: the Open Reaction Database (ORD), a public repository of structured organic reaction records. Task: describe an organic reaction: reactants, conditions, products, and yield Reaction conditions: temperature 80 celsius, time 24 hour. Yield: 60.0%. Reaction SMILES: P(Cl)(Cl)(Cl)=O.N1C=CC=CC=1.CC(C)=O.C(=O)=O.[C:19]([C:21]1(O)[CH2:27][CH:26]2[N:28]([CH2:29][C:30]([F:33])([F:32])[F:31])[CH:23]([CH2:24][CH2:25]2)[CH2:22]1)#[N:20]>C(OCC)C>[C:19]([C:21]1[CH2:22][CH:23]2[N:28]([CH2:29][C:30]([F:33])([F:32])[F:31])[CH:26]([CH2:25][CH2:24]2)[CH:27]=1)#[N:20] |f:2.3|. The product is C(#N)C1=CC2CCC(C1)N2CC(F)(F)F (3-cyano-8-(2,2,2-trifluoroethyl)-8-azabicyclo[3.2.1]-oct-2-ene). Procedure: An oven-dried 100 ml 3-necked round bottom flask was fitted with a thermometer, pressure equalised dropping funnel, magnetic stirrer and short path distillation set-up and the apparatus filled with nitrogen. Phosphorous oxychloride (9.09 g, 58.7 mmol) and pyridine (15.7 g) were charged to the flask and the mixture then cooled to −10° C. in an acetone/Drikold™ bath. A solution of 3-cyano-3-hydroxy-8-(2,2,2-trifluoroethyl)-8-azabicyclo[3.2.1]octane in diethyl ether (45 ml, prepared in Step 1) was ... The solvent is C(C)OCC (diethyl ether). Starting materials: P(=O)(Cl)(Cl)Cl (Phosphorous oxychloride), N1=CC=CC=C1 (pyridine), C(#N)C1(CC2CCC(C1)N2CC(F)(F)F)O (3-cyano-3-hydroxy-8-(2,2,2-trifluoroethyl)-8-azabicyclo[3.2.1]octane), CC(=O)C.C(=O)=O (acetone Drikold).